Dataset: the Open Reaction Database (ORD), a public repository of structured organic reaction records. Task: describe an organic reaction: reactants, conditions, products, and yield Starting materials: C(CCC)(=O)NC1=NN(CC1)C1=CC(=CC=C1)C(F)(F)F (3-butyramido-1-(3-trifluoromethylphenyl)-2-pyrazoline), [H-].[Al+3].[Li+].[H-].[H-].[H-] (lithium aluminium hydride). Yields the product C(CCC)NC1=NN(CC1)C1=CC(=CC=C1)C(F)(F)F (3-butylamino-1-(3-trifluoromethylphenyl)-2-pyrazoline). As a reaction SMILES: [C:1]([NH:6][C:7]1[CH2:11][CH2:10][N:9]([C:12]2[CH:17]=[CH:16][CH:15]=[C:14]([C:18]([F:21])([F:20])[F:19])[CH:13]=2)[N:8]=1)(=O)[CH2:2][CH2:3][CH3:4].[H-].[Al+3].[Li+].[H-].[H-].[H-]>>[CH2:1]([NH:6][C:7]1[CH2:11][CH2:10][N:9]([C:12]2[CH:17]=[CH:16][CH:15]=[C:14]([C:18]([F:20])([F:21])[F:19])[CH:13]=2)[N:8]=1)[CH2:2][CH2:3][CH3:4] |f:1.2.3.4.5.6|. Procedure: According to the method of Example 1, 3-butyramido-1-(3-trifluoromethylphenyl)-2-pyrazoline was reduced with lithium aluminium hydride to produce 3-butylamino-1-(3-trifluoromethylphenyl)-2-pyrazoline which was a gum (yield 2.4 g) and was recrystallized as the hydrochloride m.p. 173.4° (yield 1.65 g).